Dataset: the Open Reaction Database (ORD), a public repository of structured organic reaction records. Task: describe an organic reaction: reactants, conditions, products, and yield Reactants: CCCCCCCCOc1ccc(-c2ccc(C=O)cn2)cc1, CCCCCCCCCCC(CO)CO, Cc1ccccc1, O=S(=O)(O)O. Product: CCCCCCCCCCC1COC(c2ccc(-c3ccc(OCCCCCCCC)cc3)nc2)OC1. RXN SMILES: [CH2:1]([CH2:2][CH2:3][CH2:4][CH2:5][CH2:6][CH2:7][CH3:8])[O:9][c:10]1[cH:11][cH:12][c:13](-[c:16]2[cH:17][cH:18][c:19]([CH:22]=[O:23])[cH:20][n:21]2)[cH:14][cH:15]1.[CH2:24]([CH2:25][CH2:26][CH2:27][CH2:28][CH2:29][CH2:30][CH2:31][CH2:32][CH3:33])[CH:34]([CH2:35][OH:36])[CH2:37][OH:38].[CH3:44][c:45]1[cH:46][cH:47][cH:48][cH:49][cH:50]1.[S:39](=[O:40])(=[O:41])([OH:42])[OH:43]>>[CH2:1]([CH2:2][CH2:3][CH2:4][CH2:5][CH2:6][CH2:7][CH3:8])[O:9][c:10]1[cH:11][cH:12][c:13](-[c:16]2[cH:17][cH:18][c:19]([CH:22]3[O:23][CH2:37][CH:34]([CH2:24][CH2:25][CH2:26][CH2:27][CH2:28][CH2:29][CH2:30][CH2:31][CH2:32][CH3:33])[CH2:35][O:36]3)[cH:20][n:21]2)[cH:14][cH:15]1. Reactants: CCCCOc1ccc(S(=O)(=O)OC2CN(S(=O)(=O)c3ccc(OCCCC)cc3)C2)cc1, NCc1ccccc1, C1CCOC1. Product: CCCCOc1ccc(S(=O)(=O)N2CC(NCc3ccccc3)C2)cc1. Reaction SMILES: [CH2:1]([CH2:2][CH2:3][CH3:4])[O:5][c:6]1[cH:7][cH:8][c:9]([S:12](=[O:13])(=[O:14])[N:15]2[CH2:16][CH:17]([O:19][S:20]([c:21]3[cH:22][cH:23][c:24]([O:25][CH2:26][CH2:27][CH2:28][CH3:29])[cH:30][cH:31]3)(=[O:32])=[O:33])[CH2:18]2)[cH:10][cH:11]1.[NH2:34][CH2:35][c:36]1[cH:37][cH:38][cH:39][cH:40][cH:41]1.[O:42]1[CH2:43][CH2:44][CH2:45][CH2:46]1>>[CH2:1]([CH2:2][CH2:3][CH3:4])[O:5][c:6]1[cH:7][cH:8][c:9]([S:12](=[O:13])(=[O:14])[N:15]2[CH2:16][CH:17]([NH:34][CH2:35][c:36]3[cH:37][cH:38][cH:39][cH:40][cH:41]3)[CH2:18]2)[cH:10][cH:11]1. The reactants are O=C1c2ccccc2-c2c(Br)cccc21, O=C([O-])[O-], CC1(C)OB(c2ccc(N3CCOCC3)nc2)OC1(C)C, CN(C)C=O, [Cs+], [Cs+], O, [Pd], c1ccc(P(c2ccccc2)c2ccccc2)cc1, c1ccc(P(c2ccccc2)c2ccccc2)cc1, c1ccc(P(c2ccccc2)c2ccccc2)cc1, c1ccc(P(c2ccccc2)c2ccccc2)cc1. The product is O=C1c2ccccc2-c2c1cccc2-c1ccc(N2CCOCC2)nc1. As a reaction SMILES: [Br:1][c:2]1[cH:3][cH:4][cH:5][c:6]2[c:14]1-[c:13]1[c:8]([cH:9][cH:10][cH:11][cH:12]1)[C:7]2=[O:15].[C:37](=[O:38])([O-:39])[O-:40].[CH3:16][C:17]1([CH3:18])[C:19]([CH3:20])([CH3:21])[O:22][B:23]([c:24]2[cH:25][cH:26][c:27]([N:30]3[CH2:31][CH2:32][O:33][CH2:34][CH2:35]3)[n:28][cH:29]2)[O:36]1.[CH3:44][N:45]([CH3:46])[CH:47]=[O:48].[Cs+:41].[Cs+:42].[OH2:43].[Pd:125].[c:106]1([P:107]([c:108]2[cH:109][cH:110][cH:111][cH:112][cH:113]2)[c:114]2[cH:115][cH:116][cH:117][cH:118][cH:119]2)[cH:120][cH:121][cH:122][cH:123][cH:124]1.[c:49]1([P:50]([c:51]2[cH:52][cH:53][cH:54][cH:55][cH:56]2)[c:57]2[cH:58][cH:59][cH:60][cH:61][cH:62]2)[cH:63][cH:64][cH:65][cH:66][cH:67]1.[c:68]1([P:69]([c:70]2[cH:71][cH:72][cH:73][cH:74][cH:75]2)[c:76]2[cH:77][cH:78][cH:79][cH:80][cH:81]2)[cH:82][cH:83][cH:84][cH:85][cH:86]1.[c:87]1([P:88]([c:89]2[cH:90][cH:91][cH:92][cH:93][cH:94]2)[c:95]2[cH:96][cH:97][cH:98][cH:99][cH:100]2)[cH:101][cH:102][cH:103][cH:104][cH:105]1>>[c:2]1(-[c:24]2[cH:25][cH:26][c:27]([N:30]3[CH2:31][CH2:32][O:33][CH2:34][CH2:35]3)[n:28][cH:29]2)[cH:3][cH:4][cH:5][c:6]2[c:14]1-[c:13]1[c:8]([cH:9][cH:10][cH:11][cH:12]1)[C:7]2=[O:15]. Starting materials: O=C([O-])[O-], CN(C)C=O, N#CC(C#N)Cc1ccc(Cl)cc1, [Cs+], [Cs+], O=S(=O)(OCC(F)(F)C(F)F)C(F)(F)F. Product: N#CC(C#N)(Cc1ccc(Cl)cc1)CC(F)(F)C(F)F. Reaction SMILES: [C:14](=[O:15])([O-:16])[O-:17].[CH3:35][N:36]([CH3:37])[CH:38]=[O:39].[Cl:1][c:2]1[cH:3][cH:4][c:5]([CH2:6][CH:7]([C:8]#[N:9])[C:10]#[N:11])[cH:12][cH:13]1.[Cs+:18].[Cs+:19].[F:20][C:21]([F:22])([F:23])[S:24]([O:25][CH2:26][C:27]([CH:28]([F:29])[F:30])([F:31])[F:32])(=[O:33])=[O:34]>>[Cl:1][c:2]1[cH:3][cH:4][c:5]([CH2:6][C:7]([C:8]#[N:9])([C:10]#[N:11])[CH2:26][C:27]([CH:28]([F:29])[F:30])([F:31])[F:32])[cH:12][cH:13]1. Starting materials: ClC=1C=CC(=C(CC2CNC(CN(C2=O)C(=O)NC(C(=O)NCC(=O)OC(C)(C)C)CC)=O)C1)OC (tert-butyl {[2-({[6-(5-chloro-2-methoxybenzyl)-3,7-dioxo-1,4-diazepan-1-yl]carbonyl}amino)butanoyl]amino}acetate), Cl.C(C)(C)(C)OC(CN)=O (glycine tert-butyl ester hydrochloride), C(C)(C)(C)OC(=O)C1(CC(=CC=C1)N)N (1-(tert-butoxycarbonyl)-1,3-phenylenediamine). Product: NC=1C=C(NC(=O)[C@@H](CC)NC(=O)N2CC(NCC(C2=O)CC2=C(C=CC(=C2)Cl)OC)=O)C=CC1 (N-{(1R)-1-[(3-aminoanilino)carbonyl]propyl}-6-(5-chloro-2-methoxybenzyl)-3,7-dioxo-1,4-diazepan-1-carboxamide). RXN SMILES: [Cl:1][C:2]1[CH:3]=[CH:4][C:5]([O:35][CH3:36])=[C:6]([CH:34]=1)[CH2:7][CH:8]1[C:14](=[O:15])[N:13]([C:16]([NH:18][CH:19]([CH2:31][CH3:32])[C:20]([NH:22][CH2:23][C:24](OC(C)(C)C)=O)=[O:21])=[O:17])[CH2:12][C:11](=[O:33])[NH:10][CH2:9]1.Cl.C(OC(=O)CN)(C)(C)C.C(OC([C:54]1(N)C=C[CH:57]=[C:56]([NH2:60])[CH2:55]1)=O)(C)(C)C>>[NH2:60][C:56]1[CH:57]=[C:23]([CH:24]=[CH:54][CH:55]=1)[NH:22][C:20]([C@H:19]([NH:18][C:16]([N:13]1[C:14](=[O:15])[CH:8]([CH2:7][C:6]2[CH:34]=[C:2]([Cl:1])[CH:3]=[CH:4][C:5]=2[O:35][CH3:36])[CH2:9][NH:10][C:11](=[O:33])[CH2:12]1)=[O:17])[CH2:31][CH3:32])=[O:21] |f:1.2|. Reported procedure: Instead of the starting material compound of Example 220, that is, the glycine tert-butyl ester hydrochloride, 1-(tert-butoxycarbonyl)-1,3-phenylenediamine was used for the similar procedure as in Example 220 and Example 245 to obtain the title compound.